From a dataset of the Open Reaction Database (ORD), a public repository of structured organic reaction records. describe an organic reaction: reactants, conditions, products, and yield Reactants: C(=O)N(C=O)C/C=C/C(=O)OCC ((E)-Ethyl 4-(N-formylformamido)but-2-enoate), C(=O)(C(F)(F)F)O (TFA). Solvent: CCO (EtOH). Conditions: temperature 80 celsius. Product: FC(C(=O)O)(F)F.NC/C=C/C(=O)OCC ((E)-ethyl 4-aminobut-2-enoate 2,2,2-trifluoroacetate). Reaction SMILES: C([N:3]([CH2:6]/[CH:7]=[CH:8]/[C:9]([O:11][CH2:12][CH3:13])=[O:10])C=O)=O.[C:14]([OH:20])([C:16]([F:19])([F:18])[F:17])=[O:15]>CCO>[F:17][C:16]([F:19])([F:18])[C:14]([OH:20])=[O:15].[NH2:3][CH2:6]/[CH:7]=[CH:8]/[C:9]([O:11][CH2:12][CH3:13])=[O:10] |f:3.4|. Reported procedure: (E)-Ethyl 4-(N-formylformamido)but-2-enoate (3.04 g, 16.43 mmol) was treated with EtOH (20 mL) and TFA (10.0 mL, 130 mmol), fitted with a reflux condenser and heated to 80° C. for 21 h. The mixture was concentrated on the rotovap and dried under high vacuum affording crude (E)-ethyl 4-aminobut-2-enoate 2,2,2-trifluoroacetate as a light yellow viscous liquid: m/z (ESI, +ve ion) 130.1 (M+H)+. The crude material was used in the next step without further purification.